This data is from the Open Reaction Database (ORD), a public repository of structured organic reaction records. The task is: describe an organic reaction: reactants, conditions, products, and yield Reactants: ClCCl, CC(Cc1ccc(-c2ccc(F)cn2)cc1)(NC(=O)OCc1ccccc1)C(=O)O, CN1CCOCC1, CCN=C=NCCCN(C)C, CCOC(C)=O, Cl, CCC(C)(C)CC(O)CN, On1nnc2ccccc21. Product: CCC(C)(C)CC(O)CNC(=O)C(C)(Cc1ccc(-c2ccc(F)cn2)cc1)NC(=O)OCc1ccccc1. RXN SMILES: [CH2:70]([Cl:71])[Cl:72].[CH2:8]([c:9]1[cH:10][cH:11][cH:12][cH:13][cH:14]1)[O:15][C:16](=[O:17])[NH:18][C:19]([C:20](=[O:21])[OH:22])([CH2:23][c:24]1[cH:25][cH:26][c:27](-[c:30]2[n:31][cH:32][c:33]([F:36])[cH:34][cH:35]2)[cH:28][cH:29]1)[CH3:37].[CH3:1][N:2]1[CH2:3][CH2:4][O:5][CH2:6][CH2:7]1.[CH3:49][N:50]([CH3:51])[CH2:52][CH2:53][CH2:54][N:55]=[C:56]=[N:57][CH2:58][CH3:59].[CH3:73][CH2:74][O:75][C:76](=[O:77])[CH3:78].[ClH:48].[NH2:38][CH2:39][CH:40]([CH2:41][C:42]([CH2:43][CH3:44])([CH3:45])[CH3:46])[OH:47].[OH:60][n:61]1[c:62]2[cH:63][cH:64][cH:65][cH:66][c:67]2[n:68][n:69]1>>[CH2:8]([c:9]1[cH:10][cH:11][cH:12][cH:13][cH:14]1)[O:15][C:16](=[O:17])[NH:18][C:19]([C:20](=[O:22])[NH:38][CH2:39][CH:40]([CH2:41][C:42]([CH2:43][CH3:44])([CH3:45])[CH3:46])[OH:47])([CH2:23][c:24]1[cH:25][cH:26][c:27](-[c:30]2[n:31][cH:32][c:33]([F:36])[cH:34][cH:35]2)[cH:28][cH:29]1)[CH3:37]. Starting materials: C(C)N(N=C(CC=1SC=CC1)C=1SC=CC1)C(=O)[O-] (Ethyl[1,2-bis-(2-thienyl)-ethylidene]hydrazine carboxylate), O=S(Cl)Cl (SOCl2). Yields the product S1C(=CC=C1)C=1N=NSC1C=1SC=CC1 (4,5-Bis(2-thienyl)-1,2,3-thiadiazole). Yield: 66.0%. As a reaction SMILES: C([N:3](C([O-])=O)[N:4]=[C:5]([C:12]1[S:13][CH:14]=[CH:15][CH:16]=1)[CH2:6][C:7]1[S:8][CH:9]=[CH:10][CH:11]=1)C.O=[S:21](Cl)Cl>>[S:13]1[CH:14]=[CH:15][CH:16]=[C:12]1[C:5]1[N:4]=[N:3][S:21][C:6]=1[C:7]1[S:8][CH:9]=[CH:10][CH:11]=1. Procedure: Acylhydrazine 31 (14.13 g, 14.04 mmol) was added to SOCl2 (60 ml) at 0° C. The reaction was allowed to warm to room temperature. The reaction was complete (by TLC) after 2 hours. SOCl2 was removed under reduced pressure. The dark residue was chromatographed on SiO2 (300 g), eluting with CH2Cl2. The isolated oil was bulb to bulb distilled at 0.2 mm (Hg) at 150° C. to yield 29 (2.3 g, 66.0%). The product is C1=C(c2ccc(-c3ccccc3)cc2)CCC1. Starting materials: Cc1ccccc1, Cc1ccc(S(=O)(=O)O)cc1, OC1(c2ccc(-c3ccccc3)cc2)CCCC1. As a reaction SMILES: [CH3:30][c:31]1[cH:32][cH:33][cH:34][cH:35][cH:36]1.[c:19]1([CH3:20])[cH:21][cH:22][c:23]([S:24]([OH:25])(=[O:26])=[O:27])[cH:28][cH:29]1.[c:1]1(-[c:7]2[cH:8][cH:9][c:10]([C:13]3([OH:18])[CH2:14][CH2:15][CH2:16][CH2:17]3)[cH:11][cH:12]2)[cH:2][cH:3][cH:4][cH:5][cH:6]1>>[c:1]1(-[c:7]2[cH:8][cH:9][c:10]([C:13]3=[CH:14][CH2:15][CH2:16][CH2:17]3)[cH:11][cH:12]2)[cH:2][cH:3][cH:4][cH:5][cH:6]1. Reactants: CC(C)(CO)CBr, CCOC(C)=O, CN(C(=O)c1ccc(Cl)c(-c2cnc(C(F)(F)F)cc2C#N)c1)c1ccccc1O, [K+], [K+], O=C([O-])[O-], CN(C)C=O. Product: CN(C(=O)c1ccc(Cl)c(-c2cnc(C(F)(F)F)cc2C#N)c1)c1ccccc1OCC(C)(C)CO. RXN SMILES: [Br:31][CH2:32][C:33]([CH2:34][OH:35])([CH3:36])[CH3:37].[CH3:49][CH2:50][O:51][C:52]([CH3:53])=[O:54].[Cl:1][c:2]1[c:3](-[c:19]2[cH:20][n:21][c:22]([C:27]([F:28])([F:29])[F:30])[cH:23][c:24]2[C:25]#[N:26])[cH:4][c:5]([C:6](=[O:7])[N:8]([CH3:9])[c:10]2[c:11]([OH:16])[cH:12][cH:13][cH:14][cH:15]2)[cH:17][cH:18]1.[K+:38].[K+:39].[O-:40][C:41]([O-:42])=[O:43].[O:44]=[CH:45][N:46]([CH3:47])[CH3:48]>>[Cl:1][c:2]1[c:3](-[c:19]2[cH:20][n:21][c:22]([C:27]([F:28])([F:29])[F:30])[cH:23][c:24]2[C:25]#[N:26])[cH:4][c:5]([C:6](=[O:7])[N:8]([CH3:9])[c:10]2[c:11]([O:16][CH2:32][C:33]([CH2:34][OH:35])([CH3:36])[CH3:37])[cH:12][cH:13][cH:14][cH:15]2)[cH:17][cH:18]1. Reactants: [Li]CCCC, C1CCOC1, CN(C)C=O, [Cl-], [NH4+], O=C(Nc1nccc2occc12)c1ccccc1. Product: O=Cc1cc2c(NC(=O)c3ccccc3)nccc2o1. Reaction SMILES: [CH2:19]([Li:20])[CH2:21][CH2:22][CH3:23].[CH2:31]1[O:32][CH2:33][CH2:34][CH2:35]1.[CH3:24][N:25]([CH:26]=[O:27])[CH3:28].[Cl-:29].[NH4+:30].[o:1]1[cH:2][cH:3][c:4]2[c:5]([NH:10][C:11]([c:12]3[cH:13][cH:14][cH:15][cH:16][cH:17]3)=[O:18])[n:6][cH:7][cH:8][c:9]12>>[o:1]1[c:2]([CH:26]=[O:27])[cH:3][c:4]2[c:5]([NH:10][C:11]([c:12]3[cH:13][cH:14][cH:15][cH:16][cH:17]3)=[O:18])[n:6][cH:7][cH:8][c:9]12. The reactants are C12(CC3CC(CC(C1)C3)C2)NC2=NC=C(C(=N2)C(F)(F)F)C(=O)N2CCC(CC2)C(=O)OCC (ethyl 1-{[2-(adamantan-1-ylamino)-4-(trifluoromethyl)pyrimidin-5-yl]carbonyl}piperidine-4-carboxylate), CO (methanol), [OH-].[Na+] (sodium hydroxide), Cl (hydrochloric acid). Solvent: O1CCCC1 (tetrahydrofuran), O (water). Run at temperature 60 celsius, time 2 hour. The product is C12(CC3CC(CC(C1)C3)C2)NC2=NC=C(C(=N2)C(F)(F)F)C(=O)N2CCC(CC2)C(=O)O (1-{[2-(adamantan-1-ylamino)-4-(trifluoromethyl)pyrimidin-5-yl]carbonyl}piperidine-4-carboxylic acid). Isolated yield 91.7%. As a reaction SMILES: [C:1]12([NH:11][C:12]3[N:17]=[C:16]([C:18]([F:21])([F:20])[F:19])[C:15]([C:22]([N:24]4[CH2:29][CH2:28][CH:27]([C:30]([O:32]CC)=[O:31])[CH2:26][CH2:25]4)=[O:23])=[CH:14][N:13]=3)[CH2:10][CH:5]3[CH2:6][CH:7]([CH2:9][CH:3]([CH2:4]3)[CH2:2]1)[CH2:8]2.CO.[OH-].[Na+].Cl>O.O1CCCC1>[C:1]12([NH:11][C:12]3[N:17]=[C:16]([C:18]([F:20])([F:21])[F:19])[C:15]([C:22]([N:24]4[CH2:29][CH2:28][CH:27]([C:30]([OH:32])=[O:31])[CH2:26][CH2:25]4)=[O:23])=[CH:14][N:13]=3)[CH2:2][CH:3]3[CH2:4][CH:5]([CH2:6][CH:7]([CH2:9]3)[CH2:8]1)[CH2:10]2 |f:2.3|. Reported procedure: To a mixture of ethyl 1-{[2-(adamantan-1-ylamino)-4-(trifluoromethyl)pyrimidin-5-yl]carbonyl}piperidine-4-carboxylate (220 mg), methanol (3 mL) and tetrahydrofuran (3 mL) was added a 1 M aqueous sodium hydroxide solution (1.37 mL) at room temperature, followed by stirring at 60° C. for 2 hours. To the reaction mixture were added 1 M hydrochloric acid and water, followed by stirring at room temperature for 30 minutes. The solvent was evaporated under reduced pressure, to the obtained residue was ... Starting materials: CCOC(=O)C(C#N)=C(C)C, [Mg+]Cc1ccccc1, [Cl-], Cl. The product is CCOC(=O)C(C#N)C(C)(C)Cc1ccccc1. Reaction SMILES: [C:1](#[N:2])[C:3]([C:4](=[O:5])[O:6][CH2:7][CH3:8])=[C:9]([CH3:10])[CH3:11].[CH2:13]([c:14]1[cH:15][cH:16][cH:17][cH:18][cH:19]1)[Mg+:20].[Cl-:12].[ClH:21]>>[C:1](#[N:2])[CH:3]([C:4](=[O:5])[O:6][CH2:7][CH3:8])[C:9]([CH3:10])([CH3:11])[CH2:13][c:14]1[cH:15][cH:16][cH:17][cH:18][cH:19]1. The reactants are FC1=NC=CC(=C1)CSC1=C(C=CC=C1)C1=NN=C(O1)NC1=CC=CC=C1 (5-(2-(2-fluoropyridin-4-yl) methylthiophenyl)-N-phenyl-1,3,4-oxadiazol-2-amine), C1(CC1)N (cyclopropylamine). Conditions: temperature 150 celsius, time 2 hour. The product is C1(CC1)NC1=NC=CC(=C1)CSC1=C(C=CC=C1)C1=NN=C(O1)NC1=CC=CC=C1 (5-(2-(2-Cyclopropylaminopyridin-4-yl)methylthiophenyl)-N-phenyl-1,3,4-oxadiazol-2-amine). Yield: 6.0%. RXN SMILES: F[C:2]1[CH:7]=[C:6]([CH2:8][S:9][C:10]2[CH:15]=[CH:14][CH:13]=[CH:12][C:11]=2[C:16]2[O:20][C:19]([NH:21][C:22]3[CH:27]=[CH:26][CH:25]=[CH:24][CH:23]=3)=[N:18][N:17]=2)[CH:5]=[CH:4][N:3]=1.[CH:28]1([NH2:31])[CH2:30][CH2:29]1>>[CH:28]1([NH:31][C:2]2[CH:7]=[C:6]([CH2:8][S:9][C:10]3[CH:15]=[CH:14][CH:13]=[CH:12][C:11]=3[C:16]3[O:20][C:19]([NH:21][C:22]4[CH:23]=[CH:24][CH:25]=[CH:26][CH:27]=4)=[N:18][N:17]=3)[CH:5]=[CH:4][N:3]=2)[CH2:30][CH2:29]1. Procedure details: To 5-(2-(2-fluoropyridin-4-yl) methylthiophenyl)-N-phenyl-1,3,4-oxadiazol-2-amine (80 mg, 0.19 mmol; Compound 1-(48)) was added cyclopropylamine (200 μL) at room temperature and then the mixture was stirred at 150° C. for 2 hours. The reaction solution was concentrated under a reduced pressure and the residue was purified with a silica gel column chromatography (hexane/ethyl acetate) and to give 5.0 mg (6%) of the titled compound as a colorless solid. The reactants are CCN(CC)S(F)(F)F, ClCCl, O, O=C1Nc2ccc([N+](=O)[O-])cc2C(c2ccccc2)=NC1O. Product: O=C1Nc2ccc([N+](=O)[O-])cc2C(c2ccccc2)=NC1F. RXN SMILES: [CH2:23]([N:24]([S:25]([F:26])([F:27])[F:29])[CH2:28][CH3:30])[CH3:31].[CH2:33]([Cl:34])[Cl:35].[OH2:32].[OH:1][CH:2]1[C:3](=[O:22])[NH:4][c:5]2[c:6]([cH:15][c:16]([N+:19](=[O:20])[O-:21])[cH:17][cH:18]2)[C:7]([c:9]2[cH:10][cH:11][cH:12][cH:13][cH:14]2)=[N:8]1>>[CH:2]1([F:29])[C:3](=[O:22])[NH:4][c:5]2[c:6]([cH:15][c:16]([N+:19](=[O:20])[O-:21])[cH:17][cH:18]2)[C:7]([c:9]2[cH:10][cH:11][cH:12][cH:13][cH:14]2)=[N:8]1. The reactants are [Cr](=O)(=O)([O-])Cl.[NH+]1=CC=CC=C1 (pyridinium chlorochromate), C(Cl)Cl (CH2Cl2), COC1=CC=C(C=C1)N1N=CC=C1 (1-(4-methoxyphenyl) pyrazole), C(Cl)Cl (CH2Cl2). Conditions: time 4 hour. Yields the product ClC1=CC=C(C=C1)C1=CC(=NN1C1=CC=C(C=C1)OC)CCC(C)=O (5-(4-Chlorophenyl)-1-(4-methoxyphenyl)-3-(3-oxobutyl)pyrazole). The yield is 70.0%. RXN SMILES: [Cr](Cl)([O-])(=O)=O.[NH+]1[CH:11]=[CH:10][CH:9]=[CH:8][CH:7]=1.[CH3:12][O:13][C:14]1[CH:19]=[CH:18][C:17]([N:20]2[CH:24]=[CH:23][CH:22]=[N:21]2)=[CH:16][CH:15]=1.[CH2:25]([Cl:27])Cl>>[Cl:27][C:25]1[CH:11]=[CH:10][C:9]([C:24]2[N:20]([C:17]3[CH:16]=[CH:15][C:14]([O:13][CH3:12])=[CH:19][CH:18]=3)[N:21]=[C:22]([CH2:16][CH2:15][C:14](=[O:13])[CH3:19])[CH:23]=2)=[CH:8][CH:7]=1 |f:0.1|. Procedure details: To a suspension of pyridinium chlorochromate (3.65 g, 16.93 mM) in CH2Cl2 (20 ml) was added the alcohol 20, (3.02 g, 8.46 mM) in CH2Cl2 (15 ml). After stirring for 4 hours, the reaction solution was decanted from the chromium precipitates that were washed with EtOAc (2×150 ml). The reaction solution and the washes were combined, filtered through florosil, and concentrated in vacuo. Chromatography (120 g, Baker 40 gm silica gel) with Et2O:hexane (1:1 to 100% Et2O) as eluent, followed by crystalli...